Task: describe an organic reaction: reactants, conditions, products, and yield. Dataset: the Open Reaction Database (ORD), a public repository of structured organic reaction records Starting materials: ClC1=CC=C(C=C1)C1C2=CN(N=C2CCC1)S(=O)(=O)C1=CC=C(C=C1)C (4-(4-Chlorophenyl)-2-(p-tolylsulfonyl)-4,5,6,7-tetrahydroindazole), [OH-].[K+] (KOH). Solvent: CO (MeOH). Reaction conditions: temperature 65 celsius. The product is ClC1=CC=C(C=C1)C1C2=CNN=C2CCC1 (4-(4-Chlorophenyl)-4,5,6,7-tetrahydro-2H-indazole). The yield is 38.4%. Reaction SMILES: [Cl:1][C:2]1[CH:7]=[CH:6][C:5]([CH:8]2[CH2:16][CH2:15][CH2:14][C:13]3[C:9]2=[CH:10][N:11](S(C2C=CC(C)=CC=2)(=O)=O)[N:12]=3)=[CH:4][CH:3]=1.[OH-].[K+]>CO>[Cl:1][C:2]1[CH:3]=[CH:4][C:5]([CH:8]2[CH2:16][CH2:15][CH2:14][C:13]3[C:9]2=[CH:10][NH:11][N:12]=3)=[CH:6][CH:7]=1 |f:1.2|. Procedure: 4-(4-Chlorophenyl)-2-(p-tolylsulfonyl)-4,5,6,7-tetrahydroindazole (0.4 g, 1.04 mmol) is added to a solution of KOH (0.29 g, 5.21 mmol) in MeOH (25 mL) and the solution is heated to 65° C. for 2 hours. The solution is cooled to ambient temperature, the solvent removed under reduced pressure and the resulting solid diluted with water. HCl is added to pH 4, the mixture is extracted with ethyl acetate, the layers are separated and the aqueous layer is re-extracted with ethyl acetate. The organic lay...